Dataset: the Open Reaction Database (ORD), a public repository of structured organic reaction records. Task: describe an organic reaction: reactants, conditions, products, and yield Starting materials: O=C(N(C=1C=CC=CC1)C)C. Reagents/catalysts: O=C1C=CC=2C=CC=C(C3=CN=C(C=C3)C=4N=CC=CC4)C2N1, O1B(OC(C)(C)C1(C)C)B2OC(C)(C)C(O2)(C)C, [K].OC(C)(C)C, C[OH2+].C[OH2+].C1CC=CCCC=C1.C1CC=CCCC=C1.[Ir].[Ir]. The solvent is O1CCCC1. Run at temperature 80 celsius, time 12 hour. Yields the product O=C(N(C=1C=CC=C(C1)B2OC(C)(C)C(O2)(C)C)C)C. Yield: 89.0%. Procedure details: In an argon filled glove box, a 5.0 mL wheaton microreactor was charged with [Ir(cod)(OMe)]2 (1.98 mg, 1.5 mol%), L1 ligand (2.1 mg, 3.5 mol%), B2pin2 (50.8 mg, 1.0 equiv.), KOtBu (1.0 mg, 4.5 mol%) and dry THF (1.0 mL). The reaction mixture was stirred for 2 minutes at room temperature. To this mixture, N-methyl-N-phenylacetamide (29.8 mg, 0.2 mmol) was added. The microreactor was capped with a teflon pressure cap and placed into pre-heated aluminum block at 80 oC. The reaction mixture was stir... As a reaction SMILES: [CH3:17][C:18](=[O:19])[O-:20].[CH3:21][CH2:22][OH:23].[CH:1](=[O:2])[c:3]1[cH:4][c:5]2[cH:6][cH:7][cH:8][cH:9][c:10]2[cH:11][cH:12]1.[ClH:13].[NH2:14][OH:15].[Na+:16]>>[C:1]([c:3]1[cH:4][c:5]2[cH:6][cH:7][cH:8][cH:9][c:10]2[cH:11][cH:12]1)#[N:14]. The reactants are CC(=O)[O-], CCO, O=Cc1ccc2ccccc2c1, Cl, NO, [Na+]. Yields the product N#Cc1ccc2ccccc2c1.